Dataset: the Open Reaction Database (ORD), a public repository of structured organic reaction records. Task: describe an organic reaction: reactants, conditions, products, and yield The reactants are O=C([O-])O, C1CCOC1, CCOC(C)=O, CCN(C(C)C)C(C)C, Fc1cccc(F)c1-c1nc(Cl)nc(Cl)n1, ClCCl, Nc1ccc(Cl)cc1, [Na+]. The product is Fc1cccc(F)c1-c1nc(Cl)nc(Nc2ccc(Cl)cc2)n1. Reaction SMILES: [C:34](=[O:35])([OH:36])[O-:37].[CH2:39]1[O:40][CH2:41][CH2:42][CH2:43]1.[CH3:47][CH2:48][O:49][C:50](=[O:51])[CH3:52].[CH:17]([N:18]([CH2:19][CH3:20])[CH:21]([CH3:22])[CH3:23])([CH3:24])[CH3:25].[Cl:1][c:2]1[n:3][c:4](-[c:9]2[c:10]([F:16])[cH:11][cH:12][cH:13][c:14]2[F:15])[n:5][c:6]([Cl:8])[n:7]1.[Cl:44][CH2:45][Cl:46].[NH2:26][c:27]1[cH:28][cH:29][c:30]([Cl:31])[cH:32][cH:33]1.[Na+:38]>>[c:2]1([NH:26][c:27]2[cH:28][cH:29][c:30]([Cl:31])[cH:32][cH:33]2)[n:3][c:4](-[c:9]2[c:10]([F:16])[cH:11][cH:12][cH:13][c:14]2[F:15])[n:5][c:6]([Cl:8])[n:7]1. The reactants are C[Mg]Br (methyl-magnesium bromide), CCOCC (Et2O), BrC1=C(N=C2N(C1=O)C=C(C=C2)F)C=O (3-bromo-7-fluoro-4-oxo-4H-pyrido[1,2-a]pyrimidine-2-carbaldehyde). Solvent: C1CCOC1 (THF). Run at temperature 9 celsius, time 1.5 hour. The product is BrC1=C(N=C2N(C1=O)C=C(C=C2)F)C(C)O (3-bromo-7-fluoro-2-(1-hydroxyethyl)-4H-pyrido[1,2-a]pyrimidin-4-one). RXN SMILES: [Br:1][C:2]1[C:7](=[O:8])[N:6]2[CH:9]=[C:10]([F:13])[CH:11]=[CH:12][C:5]2=[N:4][C:3]=1[CH:14]=[O:15].[CH3:16][Mg]Br.CCOCC>C1COCC1>[Br:1][C:2]1[C:7](=[O:8])[N:6]2[CH:9]=[C:10]([F:13])[CH:11]=[CH:12][C:5]2=[N:4][C:3]=1[CH:14]([OH:15])[CH3:16]. Procedure: To a stirring suspension of 3-bromo-7-fluoro-4-oxo-4H-pyrido[1,2-a]pyrimidine-2-carbaldehyde (2.3555 g, 8.691 mmol) in THF (86.91 mL) was added methyl-magnesium bromide 3 M in Et2O (4.345 mL, 13.04 mmol) dropwise at 0° C. and the mixture was allowed to warm to 9° C. over 1.5 h. After 1.5 h, the reaction was quenched with satd aq NH4Cl (50 mL) and water (50 mL) and extracted with EtOAc (50 mL×2). The combined organic layers were washed with water (100 mL×1), brine (100 mL×1), dried over Na2SO4, f... Starting materials: ClC1=NC=CC=C1C(F)(F)F (2-chloro-3-trifluoromethylpyridine), C[C@H]1NCCNC1 ((R)-(−)-2-methylpiperazine). Product: C[C@@H]1CN(CCN1)C1=NC=CC=C1C(F)(F)F ((3R)-3-Methyl-1-[3-(trifluoromethyl)pyridin-2-yl]piperazine). RXN SMILES: Cl[C:2]1[C:7]([C:8]([F:11])([F:10])[F:9])=[CH:6][CH:5]=[CH:4][N:3]=1.[CH3:12][C@@H:13]1[CH2:18][NH:17][CH2:16][CH2:15][NH:14]1>>[CH3:12][C@H:13]1[NH:14][CH2:15][CH2:16][N:17]([C:2]2[C:7]([C:8]([F:11])([F:10])[F:9])=[CH:6][CH:5]=[CH:4][N:3]=2)[CH2:18]1. Reported procedure: A mixture of 2-chloro-3-trifluoromethylpyridine (1.45 g, 8 mmol, Aldrich) and (R)-(−)-2-methylpiperazine (1.0 g. 10 mmol, Aldrich) was reacted under the conditions of Example 43a to give the title compound as a off-white solid. MS (ESI, pos. ion) m/z: 246 (M+1).